From a dataset of the Open Reaction Database (ORD), a public repository of structured organic reaction records. describe an organic reaction: reactants, conditions, products, and yield The reactants are Cl.ClC1=CC=C(CN(N)C2=CC=C(C=C2)F)C=C1 (1-(p-chlorobenzyl)-1-(4-fluorophenyl)hydrazine hydrochloride), COC(C(CC(CSC)=O)(C)C)=O (methyl-2,2-dimethyl-5-methylthio-4-oxopentanoate). Product: ClC1=CC=C(CN2C(=C(C3=CC(=CC=C23)F)SC)CC(C(=O)O)(C)C)C=C1 (1-(p Chlorobenzyl)-α,α-dimethyl-5-fluoro-3-methylthioindole-2-propanoic acid). RXN SMILES: Cl.[Cl:2][C:3]1[CH:18]=[CH:17][C:6]([CH2:7][N:8]([C:10]2[CH:15]=[CH:14][C:13]([F:16])=[CH:12][CH:11]=2)N)=[CH:5][CH:4]=1.C[O:20][C:21](=[O:31])[C:22]([CH3:30])([CH3:29])[CH2:23][C:24](=O)[CH2:25][S:26][CH3:27]>>[Cl:2][C:3]1[CH:18]=[CH:17][C:6]([CH2:7][N:8]2[C:10]3[C:15](=[CH:14][C:13]([F:16])=[CH:12][CH:11]=3)[C:25]([S:26][CH3:27])=[C:24]2[CH2:23][C:22]([CH3:30])([CH3:29])[C:21]([OH:31])=[O:20])=[CH:5][CH:4]=1 |f:0.1|. Procedure: Following the procedure of Example 10, but using 1-(p-chlorobenzyl)-1-(4-fluorophenyl)hydrazine hydrochloride and methyl-2,2-dimethyl-5-methylthio-4-oxopentanoate as starting materials and hydrolysis at reflux, the title compound was prepared, mp 161°-163°. Reactants: FC1=CC=C(C=C1)C(C(CCCC(=O)OCC)OC(=O)OC1=CC=CC=C1)=O (ethyl 6-(4-fluorophenyl)-6-oxo-5-phenoxycarbonyloxyhexanoate), C(C)(=O)[O-].[NH4+] (ammonium acetate), C(C)(=O)O (acetic acid). Solvent: O (water). Product: FC1=CC=C(C=C1)C=1NC(OC1CCCC(=O)OCC)=O (ethyl 4-[4-(4-fluorophenyl)-2-oxo-4-oxazolin-5-yl]butanoate), oil. The yield is 56.0%. As a reaction SMILES: [F:1][C:2]1[CH:7]=[CH:6][C:5]([C:8](=O)[CH:9]([O:18][C:19]([O:21]C2C=CC=CC=2)=O)[CH2:10][CH2:11][CH2:12][C:13]([O:15][CH2:16][CH3:17])=[O:14])=[CH:4][CH:3]=1.C([O-])(=O)C.[NH4+:33].C(O)(=O)C>O>[F:1][C:2]1[CH:7]=[CH:6][C:5]([C:8]2[NH:33][C:19](=[O:21])[O:18][C:9]=2[CH2:10][CH2:11][CH2:12][C:13]([O:15][CH2:16][CH3:17])=[O:14])=[CH:4][CH:3]=1 |f:1.2|. Reported procedure: A mixture of ethyl 6-(4-fluorophenyl)-6-oxo-5-phenoxycarbonyloxyhexanoate (18.0 g), ammonium acetate (17.8 g) and acetic acid (100 ml) was stirred with heating under reflux for 2 hours. The reaction mixture was poured into water (500 ml) and extracted with ethyl acetate (200 ml×2), and the extract was washed with water (200 ml). The organic layer was dried over anhydrous magnesium sulfate and concentrated. The residue was subjected to silica gel column chromatography, and ethyl 4-[4-(4-fluorophe... The reactants are C(C)S (ethanethiol), COC=1C(=CC2=C(CCCCS2=O)C1)OC (7,8-dimethoxy-2,3,4,5-tetrahydro-1-benzothiepin-1-oxide), [H-].[Na+] (Sodium hydride), C(C)S (ethanethiol), [H][H] (hydrogen). The solvent is CN(C=O)C (dimethylformamide). Yields the product OC=1C=CC2=C(C=CC=CS2)C1 (7-hydroxybenzothiepin). RXN SMILES: [H-].[Na+].C(S)C.[H][H].C[O:9][C:10]1[C:11](OC)=[CH:12][C:13]2[S:19](=O)[CH2:18][CH2:17][CH2:16][CH2:15][C:14]=2[CH:21]=1>CN(C)C=O>[OH:9][C:10]1[CH:11]=[CH:12][C:13]2[S:19][CH:18]=[CH:17][CH:16]=[CH:15][C:14]=2[CH:21]=1 |f:0.1|. Reported procedure: Sodium hydride (8.8 g of a 50% w/w dispersion in oil) was added over 30 minutes to a solution of ethanethiol (20.8 g) in dry dimethylformamide at 0°. After evolution of hydrogen had ceased additional ethanethiol (8.8 ml) was added followed by 7,8-dimethoxy-2,3,4,5-tetrahydro-1-benzothiepin-1-oxide. The mixture was heated at reflux for 3 hours, cooled and the solvent was removed in vacuo. The residue was taken up in water (100 ml) and extracted with diethyl ether (2×100 ml). The aqueous solution ... Reactants: CC=1C=C2CC(NC2=CC1)C(=O)OC (Methyl 5-methylindoline-2(R/S)-carboxylate). Run in C(CCC)N (butylamine). Product: C(CCC)NC(=O)C1NC2=CC=C(C=C2C1)C (5-methylindoline-2 (R/S)-carboxylic Acid Butylamide). RXN SMILES: [CH3:1][C:2]1[CH:3]=[C:4]2[C:8](=[CH:9][CH:10]=1)[NH:7][CH:6]([C:11]([O:13]C)=O)[CH2:5]2>C(N)CCC>[CH2:6]([NH:7][C:11]([CH:6]1[CH2:5][C:4]2[C:8](=[CH:9][CH:10]=[C:2]([CH3:1])[CH:3]=2)[NH:7]1)=[O:13])[CH2:5][CH2:4][CH3:3]. Procedure: Methyl 5-methylindoline-2(R/S)-carboxylate (0.3 g, 4.18 mmol) was dissolved in butylamine (20 ml) and the mixture was refluxed for 4 h under nitrogen. The excess amine was removed under vacuum to give a solid, which was recrystallized from ether in order to allow the product to be collected. Reactants: P(=O)([O-])([O-])[O-].[K+].[K+].[K+] (potassium phosphate), FC=1C=C(C=C(C1)F)B(O)O (3,5-difluorophenylboronic acid), CC(C)C1=CC(=C(C(=C1)C(C)C)C2=C(C=CC=C2)P(C3CCCCC3)C4CCCCC4)C(C)C (X-Phos), ClC=1C=C(C(=NC1)F)F (5-chloro-2,3-difluoropyridine). Reagents/catalysts: C(C)(=O)[O-].[Pd+2].C(C)(=O)[O-] (palladium (II) acetate). The solvent is O1CCOCC1 (1,4-dioxane), O (water). Reaction conditions: temperature 100 celsius. Product: FC=1C=C(C=C(C1)F)C=1C=C(C(=NC1)F)F (5-(3,5-difluorophenyl)-2,3-difluoropyridine). As a reaction SMILES: P([O-])([O-])([O-])=O.[K+].[K+].[K+].[F:9][C:10]1[CH:11]=[C:12](B(O)O)[CH:13]=[C:14]([F:16])[CH:15]=1.CC(C1C=C(C(C)C)C(C2C=CC=CC=2P(C2CCCCC2)C2CCCCC2)=C(C(C)C)C=1)C.Cl[C:55]1[CH:56]=[C:57]([F:62])[C:58]([F:61])=[N:59][CH:60]=1>O1CCOCC1.O.C([O-])(=O)C.[Pd+2].C([O-])(=O)C>[F:9][C:10]1[CH:11]=[C:12]([C:55]2[CH:56]=[C:57]([F:62])[C:58]([F:61])=[N:59][CH:60]=2)[CH:13]=[C:14]([F:16])[CH:15]=1 |f:0.1.2.3,9.10.11|. Reported procedure: A mixture of palladium (II) acetate (0.0375 g, 0.167 mmol), potassium phosphate (2.13 g, 10.0 mmol), 3,5-difluorophenylboronic acid (1.58 g, 10.0 mmol), X-Phos (0.159 g, 0.334 mmol) and 5-chloro-2,3-difluoropyridine (0.347 ml, 3.34 mmol) was diluted with 1,4-dioxane (0.1M, 33.4 mL) and water (0.3M, 11.0 mL) and was heated under nitrogen at 100° C. for 45 minutes. The reaction was concentrated in vacuo. The concentrated material was triturated with water, filtered and rinsed with MeCN. The crude ... Reactants: FC1=CC=C(C=C1)C=1C(=NC=NC1N1CCC(CC1)C=1N(C=C(N1)C1=CC(=C(C=C1)F)C(F)(F)F)C)N (5-(4-Fluoro-phenyl)-6-{4-[4-(4-fluoro-3-trifluoromethyl-phenyl)-1-methyl-1H-imidazol-2-yl]-piperidin-1-yl}-pyrimidin-4-ylamine), NCC1=CC=C(C=C1)B(O)O ((4-(aminomethyl)phenyl)boronic acid). The product is NCC1=CC=C(C=C1)C=1C(=NC=NC1N1CCC(CC1)C=1N(C=C(N1)C1=CC(=C(C=C1)F)C(F)(F)F)C)N (5-(4-Aminomethyl-phenyl)-6-{4-[4-(4-fluoro-3-trifluoromethyl-phenyl)-1-methyl-1H-imidazol-2-yl]-piperidin-1-yl}-pyrimidin-4-ylamine). Reaction SMILES: F[C:2]1[CH:7]=[CH:6][C:5]([C:8]2[C:9]([NH2:37])=[N:10][CH:11]=[N:12][C:13]=2[N:14]2[CH2:19][CH2:18][CH:17]([C:20]3[N:21]([CH3:36])[CH:22]=[C:23]([C:25]4[CH:30]=[CH:29][C:28]([F:31])=[C:27]([C:32]([F:35])([F:34])[F:33])[CH:26]=4)[N:24]=3)[CH2:16][CH2:15]2)=[CH:4][CH:3]=1.[NH2:38][CH2:39]C1C=CC(B(O)O)=CC=1>>[NH2:38][CH2:39][C:2]1[CH:7]=[CH:6][C:5]([C:8]2[C:9]([NH2:37])=[N:10][CH:11]=[N:12][C:13]=2[N:14]2[CH2:19][CH2:18][CH:17]([C:20]3[N:21]([CH3:36])[CH:22]=[C:23]([C:25]4[CH:30]=[CH:29][C:28]([F:31])=[C:27]([C:32]([F:34])([F:33])[F:35])[CH:26]=4)[N:24]=3)[CH2:16][CH2:15]2)=[CH:4][CH:3]=1. Procedure details: The title compound was prepared in an analogous manner as 5-(4-Fluoro-phenyl)-6-{4-[4-(4-fluoro-3-trifluoromethyl-phenyl)-1-methyl-1H-imidazol-2-yl]-piperidin-1-yl}-pyrimidin-4-ylamine using (4-(aminomethyl)phenyl)boronic acid instead of 4-fluorophenylboronic acid. LC-MS: (M+1=526, obsd.=526). Reactants: CC#N, CC(C)[Si](Sc1ccc2cc(-c3nc(NCCCN4CCN(C)CC4)ncc3Cl)sc2c1)(C(C)C)C(C)C, [K+], [NH4+], O=[N+]([O-])[O-], [OH-], O, O=S(=O)(Cl)Cl. Product: CN1CCN(CCCNc2ncc(Cl)c(-c3cc4ccc(S(N)(=O)=O)cc4s3)n2)CC1. Reaction SMILES: [CH3:51][C:52]#[N:53].[Cl:1][c:2]1[c:3](-[c:19]2[cH:20][c:21]3[c:22]([s:23]2)[cH:24][c:25]([S:28][Si:29]([CH:30]([CH3:31])[CH3:32])([CH:33]([CH3:34])[CH3:35])[CH:36]([CH3:37])[CH3:38])[cH:26][cH:27]3)[n:4][c:5]([NH:8][CH2:9][CH2:10][CH2:11][N:12]2[CH2:13][CH2:14][N:15]([CH3:18])[CH2:16][CH2:17]2)[n:6][cH:7]1.[K+:39].[NH4+:49].[O-:40][N+:41](=[O:42])[O-:43].[OH-:50].[OH2:54].[S:44](=[O:45])(=[O:46])([Cl:47])[Cl:48]>>[Cl:1][c:2]1[c:3](-[c:19]2[cH:20][c:21]3[c:22]([s:23]2)[cH:24][c:25]([S:44](=[O:45])(=[O:46])[NH2:49])[cH:26][cH:27]3)[n:4][c:5]([NH:8][CH2:9][CH2:10][CH2:11][N:12]2[CH2:13][CH2:14][N:15]([CH3:18])[CH2:16][CH2:17]2)[n:6][cH:7]1. Starting materials: OC1=C(C=CC(=C1)C)NC(=O)C1=C(C=CC(=C1)[N+](=O)[O-])Cl (N-(2-Hydroxy-4-methylphenyl)-2-chloro-5-nitrobenzene carboxamide), [OH-].[Na+] (NaOH). The solvent is O (water), O (water). Run at time 8 hour. Product: CC=1C=CC2=C(OC3=C(C(N2)=O)C=C(C=C3)[N+](=O)[O-])C1 (7-Methyl-2-nitro-dibenzo[b,f][1,4]oxazepin-11(10H)one). The yield is 82.7%. RXN SMILES: [OH:1][C:2]1[CH:7]=[C:6]([CH3:8])[CH:5]=[CH:4][C:3]=1[NH:9][C:10]([C:12]1[CH:17]=[C:16]([N+:18]([O-:20])=[O:19])[CH:15]=[CH:14][C:13]=1Cl)=[O:11].[OH-].[Na+]>O>[CH3:8][C:6]1[CH:5]=[CH:4][C:3]2[NH:9][C:10](=[O:11])[C:12]3[CH:17]=[C:16]([N+:18]([O-:20])=[O:19])[CH:15]=[CH:14][C:13]=3[O:1][C:2]=2[CH:7]=1 |f:1.2|. Reported procedure: A solution of N-(2-Hydroxy-4-methylphenyl)-2-chloro-5-nitrobenzene carboxamide (530 mg, 1.7 mmol) and 2 N NaOH (0.95 ml, 1.9 mol) in water (5 ml) was heated under reflux for 10 h. The resultant slurry was allowed to stand overnight at room temperature and a copious amount of water was added. The resulting mixture was filtered and solid was collected to obtain the compound (380 mg, 83%). Mp: 274-277° C. Reactants: CO, O=C[O-], [NH4+], O, O=C1CN(Cc2ccccc2)CCN1c1ccccn1. The product is O=C1CNCCN1c1ccccn1. As a reaction SMILES: [CH3:26][OH:27].[CH:21]([O-:22])=[O:23].[NH4+:24].[OH2:25].[c:1]1([CH2:2][N:8]2[CH2:9][C:10](=[O:20])[N:11]([c:14]3[n:15][cH:16][cH:17][cH:18][cH:19]3)[CH2:12][CH2:13]2)[cH:3][cH:4][cH:5][cH:6][cH:7]1>>[NH:8]1[CH2:9][C:10](=[O:20])[N:11]([c:14]2[n:15][cH:16][cH:17][cH:18][cH:19]2)[CH2:12][CH2:13]1.